Dataset: the Open Reaction Database (ORD), a public repository of structured organic reaction records. Task: describe an organic reaction: reactants, conditions, products, and yield Starting materials: COC(=O)c1c(N)c2cnccc2n1C1CC1, Cc1ccccc1, CCOC(C)=O, CSc1ccc(N)c(F)c1, [K+], [K+], [K+], O=P([O-])([O-])[O-], CC1(C)c2cccc(P(c3ccccc3)c3ccccc3)c2Oc2c(P(c3ccccc3)c3ccccc3)cccc21. The product is COC(=O)c1c(Nc2ccc(SC)cc2F)c2cnccc2n1C1CC1. RXN SMILES: [CH3:1][O:2][C:3](=[O:4])[c:5]1[c:6]([NH2:17])[c:7]2[cH:8][n:9][cH:10][cH:11][c:12]2[n:13]1[CH:14]1[CH2:15][CH2:16]1.[CH3:78][c:79]1[cH:80][cH:81][cH:82][cH:83][cH:84]1.[CH3:85][CH2:86][O:87][C:88](=[O:89])[CH3:90].[F:18][c:19]1[c:20]([NH2:27])[cH:21][cH:22][c:23]([S:25][CH3:26])[cH:24]1.[K+:75].[K+:76].[K+:77].[P:70]([O-:71])([O-:72])([O-:73])=[O:74].[c:28]1([P:29]([c:30]2[cH:31][cH:32][cH:33][cH:34][cH:35]2)[c:36]2[c:37]3[c:61]([cH:62][cH:63][cH:64]2)[C:58]([CH3:59])([CH3:60])[c:40]2[c:39]([c:44]([P:45]([c:46]4[cH:47][cH:48][cH:49][cH:50][cH:51]4)[c:52]4[cH:53][cH:54][cH:55][cH:56][cH:57]4)[cH:43][cH:42][cH:41]2)[O:38]3)[cH:65][cH:66][cH:67][cH:68][cH:69]1>>[CH3:1][O:2][C:3](=[O:4])[c:5]1[c:6]([NH:17][c:20]2[c:19]([F:18])[cH:24][c:23]([S:25][CH3:26])[cH:22][cH:21]2)[c:7]2[cH:8][n:9][cH:10][cH:11][c:12]2[n:13]1[CH:14]1[CH2:15][CH2:16]1. Reaction conditions: temperature 80 celsius, time 15 minute. The product is NC1=NC(=C(C(=N1)O)Br)C1=CC(=CC=C1)Cl (2-Amino-5-bromo-6-(m-chlorophenyl)-4-pyrimidinol). RXN SMILES: [NH2:1][C:2]1[N:7]=[C:6]([OH:8])[CH:5]=[C:4]([C:9]2[CH:14]=[CH:13][CH:12]=[C:11]([Cl:15])[CH:10]=2)[N:3]=1.[Br:16]Br>C(O)(=O)C>[NH2:1][C:2]1[N:7]=[C:6]([OH:8])[C:5]([Br:16])=[C:4]([C:9]2[CH:14]=[CH:13][CH:12]=[C:11]([Cl:15])[CH:10]=2)[N:3]=1. Procedure details: To 3.13 g. (15 mM) of 2-amino-6-(m-chlorophenyl)-4-pyrimidinol is added 80 ml. of glacial acetic acid. The solution is heated to 80° C. and 0.81 ml. of Br2 is added. The mixture is allowed to stir at 80° C. for 15 minutes and cooled to 25° C. The mixture is evaporated to dryness under vacuum at 40° C. and the resulting solids heated at reflux with 150 ml. of water. The reaction mixture is cooled and filtered, and the solids washed very well with cold water. The solids are dried at 60° C. in a va... Run in C(C)(=O)O (acetic acid). The reactants are NC1=NC(=CC(=N1)O)C1=CC(=CC=C1)Cl (2-amino-6-(m-chlorophenyl)-4-pyrimidinol), BrBr (Br2). The reactants are Cc1ccccc1, O=[N+]([O-])c1ccccc1, O=[N+]([O-])O, O=S(=O)(O)O, O=C(O)C1CCC(c2ccccc2)CC1. The product is O=C(O)C1CCC(c2ccc([N+](=O)[O-])cc2)CC1. As a reaction SMILES: [CH3:25][c:26]1[cH:27][cH:28][cH:29][cH:30][cH:31]1.[O-:32][N+:33]([c:34]1[cH:35][cH:36][cH:37][cH:38][cH:39]1)=[O:40].[OH:6][N+:7]([O-:8])=[O:9].[S:1](=[O:2])(=[O:3])([OH:4])[OH:5].[c:10]1([CH:16]2[CH2:17][CH2:18][CH:19]([C:22](=[O:23])[OH:24])[CH2:20][CH2:21]2)[cH:11][cH:12][cH:13][cH:14][cH:15]1>>[O-:6][N+:7](=[O:9])[c:13]1[cH:12][cH:11][c:10]([CH:16]2[CH2:17][CH2:18][CH:19]([C:22](=[O:23])[OH:24])[CH2:20][CH2:21]2)[cH:15][cH:14]1. Reactants: COC(C1=CC=C(C=C1)OCCNC(=O)C=1OC2=C(C1CBr)C=CC=C2)=O (4-{2-[(3-bromomethylbenzofuran-2-carbonyl)amino]ethoxy}-benzoic acid methyl ester), CNC (dimethylamine), O1CCCC1 (tetrahydrofuran). The solvent is ClC1=CC=CC=C1 (chlorobenzene), ClCCl (dichloromethane). Run at time 1 hour. The product is COC(C1=CC=C(C=C1)OCCNC(=O)C=1OC2=C(C1CN(C)C)C=CC=C2)=O (4-{2-[(3-dimethylaminomethyl-benzofuran-2-carbonyl)amino]ethoxy}benzoic acid methyl ester). RXN SMILES: [CH3:1][O:2][C:3](=[O:27])[C:4]1[CH:9]=[CH:8][C:7]([O:10][CH2:11][CH2:12][NH:13][C:14]([C:16]2[O:17][C:18]3[CH:26]=[CH:25][CH:24]=[CH:23][C:19]=3[C:20]=2[CH2:21]Br)=[O:15])=[CH:6][CH:5]=1.[CH3:28][NH:29][CH3:30].O1CCCC1>ClC1C=CC=CC=1.ClCCl>[CH3:1][O:2][C:3](=[O:27])[C:4]1[CH:9]=[CH:8][C:7]([O:10][CH2:11][CH2:12][NH:13][C:14]([C:16]2[O:17][C:18]3[CH:26]=[CH:25][CH:24]=[CH:23][C:19]=3[C:20]=2[CH2:21][N:29]([CH3:30])[CH3:28])=[O:15])=[CH:6][CH:5]=1. Procedure: A solution of 4-{2-[(3-bromomethylbenzofuran-2-carbonyl)amino]ethoxy}-benzoic acid methyl ester (0.340 mol) in chlorobenzene (200 ml) and dichloromethane (800 ml) was added dropwise to a 0-5° C. solution of 2M dimethylamine in tetrahydrofuran (510 ml, 1.022 mol) over 30 minutes with the temperature below 20° C. The resulting mixture was stirred for one hour and allowed to warm to ambient temperature. After completion of reaction, the reaction mixture was washed with 5% potassium carbonate and wa... The reactants are FC(C1=CC=C(C=C1)N1CCNCC1)(F)F (1-(4-Trifluoromethyl-phenyl)-piperazine), [O-]CC.[Na+] (sodium ethoxide), COC(C(=C)C)=O (2-Methyl-acrylic acid methyl ester). Run in C(C)O (ethanol). The product is COC(C(CN1CCN(CC1)C1=CC=C(C=C1)C(F)(F)F)C)=O (3-[4-(4-trifluoromethyl-phenyl)-piperazin-1-yl]-2-methyl-propionic acid methyl ester). Yield: 94.5%. RXN SMILES: [F:1][C:2]([F:16])([F:15])[C:3]1[CH:8]=[CH:7][C:6]([N:9]2[CH2:14][CH2:13][NH:12][CH2:11][CH2:10]2)=[CH:5][CH:4]=1.[O-]CC.[Na+].[CH3:21][O:22][C:23](=[O:27])[C:24]([CH3:26])=[CH2:25]>C(O)C>[CH3:21][O:22][C:23](=[O:27])[CH:24]([CH3:26])[CH2:25][N:12]1[CH2:13][CH2:14][N:9]([C:6]2[CH:5]=[CH:4][C:3]([C:2]([F:1])([F:15])[F:16])=[CH:8][CH:7]=2)[CH2:10][CH2:11]1 |f:1.2|. Reported procedure: 1-(4-Trifluoromethyl-phenyl)-piperazine (460 mg; 2.0 mmol) and sodium ethoxide (150 mg; 2.21 mmol) are dissolved in ethanol (2 mL) and irradiated for 5 minutes in a mono-mode microwave oven at 60° C. 2-Methyl-acrylic acid methyl ester (400 μL; 4.0 mmol) is then added and the resulting mixture is irradiated for 50 minutes in a mono-mode microwave oven at 100° C. The reaction is concentrated under reduced pressure, diluted in ethylacetate (10 mL) and extracted with water (2×5 mL). The organic phas... The reactants are FC(C(=O)[O-])(F)F (trifluoroacetate), C(C)N1CC2=C(NC=3C=CC=CC23)CC1 (2-ethyl-2,3,4,5-tetrahydro-1H-pyrido[4,3-b]indole), CC1=CC=C(C2CO2)C=C1 (4-methylstyrene oxide), [H-].[Na+] (NaH). The solvent is CN(C)C=O (DMF). Yields the product C(C)N1CC2=C(N(C=3C=CC=CC23)CC(O)C2=CC=C(C=C2)C)CC1 (racemic-2-(2-ethyl-1,2,3,4-tetrahydropyrido[4,3-b]indol-5-yl)-1-p-tolylethanol). Isolated yield 17.9%. RXN SMILES: [CH2:1]([N:3]1[CH2:15][CH2:14][C:6]2[NH:7][C:8]3[CH:9]=[CH:10][CH:11]=[CH:12][C:13]=3[C:5]=2[CH2:4]1)[CH3:2].[CH3:16][C:17]1[CH:25]=[CH:24][C:20]([CH:21]2[O:23][CH2:22]2)=[CH:19][CH:18]=1.[H-].[Na+].FC(F)(F)C([O-])=O>CN(C=O)C>[CH2:1]([N:3]1[CH2:15][CH2:14][C:6]2[N:7]([CH2:22][CH:21]([C:20]3[CH:24]=[CH:25][C:17]([CH3:16])=[CH:18][CH:19]=3)[OH:23])[C:8]3[CH:9]=[CH:10][CH:11]=[CH:12][C:13]=3[C:5]=2[CH2:4]1)[CH3:2] |f:2.3|. Procedure: Preparation of the title compound was carried out according to General Method 6. 2-Ethyl-2,3,4,5-tetrahydro-1H-pyrido[4,3-b]indole (See Example 5) (400 mg, 2.0 mmol), 4-methylstyrene oxide (2.01 g, 15 mmol) and NaH (240 mg, 6 mmol) were heated in DMF (6 mL) at 120° C. for 16 h to obtain 120 mg of racemic-2-(2-ethyl-1,2,3,4-tetrahydropyrido[4,3-b]indol-5-yl)-1-p-tolylethanol as a trifluoroacetate salt after purification by reverse-phase chromatography (C-18, 500 mm×50 mm, Mobile Phase A=0.05% TFA... The reactants are C(#N)C1=CC=C(C=C1)C1CCCC=2N1C=NC2 (5-(4-cyanophenyl)-5,6,7,8-tetrahydroimidazo[1,5-a]pyridine), Cl (hydrogen chloride), C(C1=CC=CC=C1)Br (benzyl bromide), C(C)(C)[N-]C(C)C.[Li+] (lithium diisopropylamide), C(C)(C)NC(C)C (diisopropylamine), C(CCC)[Li] (n-butyllithium). The solvent is O1CCCC1 (tetrahydrofuran), O1CCCC1 (tetrahydrofuran). Reaction conditions: time 0.5 hour. Yields the product Cl.C(C1=CC=CC=C1)C1(CCCC=2N1C=NC2)C2=CC=C(C=C2)C#N (5-benzyl-5-(4-cyanophenyl)-5,6,7,8-tetrahydroimidazo[1,5-a]pyridine hydrochloride). RXN SMILES: C([N-]C(C)C)(C)C.[Li+].C(NC(C)C)(C)C.C([Li])CCC.[C:21]([C:23]1[CH:28]=[CH:27][C:26]([CH:29]2[N:34]3[CH:35]=[N:36][CH:37]=[C:33]3[CH2:32][CH2:31][CH2:30]2)=[CH:25][CH:24]=1)#[N:22].[CH2:38](Br)[C:39]1[CH:44]=[CH:43][CH:42]=[CH:41][CH:40]=1.[ClH:46]>O1CCCC1>[ClH:46].[CH2:38]([C:29]1([C:26]2[CH:25]=[CH:24][C:23]([C:21]#[N:22])=[CH:28][CH:27]=2)[N:34]2[CH:35]=[N:36][CH:37]=[C:33]2[CH2:32][CH2:31][CH2:30]1)[C:39]1[CH:44]=[CH:43][CH:42]=[CH:41][CH:40]=1 |f:0.1,8.9|. Reported procedure: A solution of 0.80 mmoles of lithium diisopropylamide, prepared from 0.12 ml of diisopropylamine and 0.32 ml of 2.5M n-butyllithium in 6 ml of tetrahydrofuran at 0°, is slowly added to a solution of 0.17 g of 5-(4-cyanophenyl)-5,6,7,8-tetrahydroimidazo[1,5-a]pyridine in 2 ml of tetrahydrofuran at -79°. After 0.5 h, 0.1 ml of benzyl bromide is added dropwise. The reaction mixture is stirred for an additional 1 h, quenched with 5 ml of water, made acidic with 1N hydrochloric acid, diluted with 20 ... Procedure details: A 500 ml four-necked flask was charged with a 70 wt % aqueous solution of 52 g (0.20 mole) of D-sorbitol, 35.0 g (0.20 mole) of 3,4-dichlorobenzaldehyde and 6 g of 50 wt % sulfuric acid. The air inside the system was replaced with nitrogen gas. The contents of the flask were stirred at a temperature of 21° C. for 6 hours. The obtained reaction mixture was analyzed by GC. It was found that mono(3,4-dichlorobenzylidene)-D-sorbitol was produced in a yield of 70% and 0.5% or less of bis(3,4-dichloro... Reaction conditions: temperature 21 celsius, time 6 hour. Isolated yield 0.5%. RXN SMILES: OC[C@@H]([C@H]([C@@H]([C@@H](CO)O)O)O)O.[Cl:13][C:14]1[CH:15]=[C:16]([CH:19]=[CH:20][C:21]=1[Cl:22])[CH:17]=O.S(=O)(=O)(O)O.[Cl:28][C:29]1[CH:30]=[C:31]([CH:45]=[CH:46][C:47]=1[Cl:48])[CH:32]=[C:33]([C@@H:35]([C@H:37]([C@@H:39]([C@@H:41]([CH2:43][OH:44])[OH:42])[OH:40])[OH:38])[OH:36])[OH:34]>>[Cl:13][C:14]1[CH:15]=[C:16]([CH:19]=[CH:20][C:21]=1[Cl:22])[CH:17]=[C:43]([OH:44])[C@@H:41]([OH:42])[C@@H:39]([OH:40])[C@H:37]([OH:38])[C@@H:35]([OH:36])[C:33](=[CH:32][C:31]1[CH:45]=[CH:46][C:47]([Cl:48])=[C:29]([Cl:28])[CH:30]=1)[OH:34]. The product is ClC=1C=C(C=C([C@H]([C@H]([C@@H]([C@H](C(O)=CC2=CC(=C(C=C2)Cl)Cl)O)O)O)O)O)C=CC1Cl (bis(3,4-dichlorobenzylidene)-D-sorbitol). Starting materials: OC[C@H](O)[C@@H](O)[C@H](O)[C@H](O)CO (D-sorbitol), ClC=1C=C(C=O)C=CC1Cl (3,4-dichlorobenzaldehyde), S(O)(O)(=O)=O (sulfuric acid), ClC=1C=C(C=C(O)[C@H](O)[C@@H](O)[C@H](O)[C@H](O)CO)C=CC1Cl (mono(3,4-dichlorobenzylidene)-D-sorbitol).